From a dataset of the Open Reaction Database (ORD), a public repository of structured organic reaction records. describe an organic reaction: reactants, conditions, products, and yield The reactants are C(C)(C)(C)OC(NC(C)C(NC(C(C)C)C(=O)N1C(CCC1)CC1=COC2=C1C=C(C=C2)O)=O)=O ((1-{1-[2-(5-Hydroxy-benzofuran-3-ylmethyl)-pyrrolidine-1-carbonyl]-2-methyl-propylcarbamoyl}-ethyl)-carbamic acid tert-butyl ester), C(=O)(C(F)(F)F)O (TFA). Solvent: C(Cl)Cl (DCM). Run at time 1 hour. The product is NC(C(=O)NC(C(C)C)C(=O)N1C(CCC1)CC1=COC2=C1C=C(C=C2)O)C (2-Amino-N-{1-[2-(5-hydroxy-benzofuran-3-ylmethyl)-pyrrolidine-1-carbonyl]-2-methyl-propyl}-propionamide). Yield: 34.6%. RXN SMILES: C(OC(=O)[NH:7][CH:8]([C:10](=[O:34])[NH:11][CH:12]([C:16]([N:18]1[CH2:22][CH2:21][CH2:20][CH:19]1[CH2:23][C:24]1[C:28]2[CH:29]=[C:30]([OH:33])[CH:31]=[CH:32][C:27]=2[O:26][CH:25]=1)=[O:17])[CH:13]([CH3:15])[CH3:14])[CH3:9])(C)(C)C.C(O)(C(F)(F)F)=O>C(Cl)Cl>[NH2:7][CH:8]([CH3:9])[C:10]([NH:11][CH:12]([C:16]([N:18]1[CH2:22][CH2:21][CH2:20][CH:19]1[CH2:23][C:24]1[C:28]2[CH:29]=[C:30]([OH:33])[CH:31]=[CH:32][C:27]=2[O:26][CH:25]=1)=[O:17])[CH:13]([CH3:15])[CH3:14])=[O:34]. Procedure: To a solution of 31 (0.04 g, 0.082 mmol) in DCM (5 mL) was added TFA (1 mL) at ambient temperature. After 1 h, the solvent was removed under reduced pressure. The residue was dissolved in EtOAc and washed with aqueous NaHCO3, brine, dried over anhydrous Na2SO4, filtered and concentrated. The crude product was purified by flash silica gel chromatography (10% MeOH/DCM) to afford 0.011 g (37%) of 32 as a white solid. 1H NMR (CDCl3, 300 MHz) 88.54 (d, 1H); 7.37 (s, 1H); 7.31 (d, 1H); 7.09 (d, 1H); 6... Procedure: To a solution of 1-methyl-4-[3-(methyloxy)-4-nitrophenyl]hexahydro-1H-1,4-diazepine (1.77 g, 6.67 mmol) in 15 mL of ethanol (with 1 mL DMF added to aid solubility) was added 5% platinum on carbon (200 mg) and subjected to a H2 balloon for 16 h. At this time the reaction mixture was filtered through celite and washed with methanol. Solvents were evaporated under reduced pressure to afford 4-(4-methylhexahydro-1H-1,4-diazepin-1-yl)-2-(methyloxy)aniline (1.46 g, 6.2 mmol, contains residual DMF). 1H... Reagents/catalysts: [Pt] (platinum on carbon). Product: CN1CCN(CCC1)C1=CC(=C(N)C=C1)OC (4-(4-methylhexahydro-1H-1,4-diazepin-1-yl)-2-(methyloxy)aniline). The solvent is C(C)O (ethanol). Reaction conditions: time 16 hour. The reactants are CN1CCN(CCC1)C1=CC(=C(C=C1)[N+](=O)[O-])OC (1-methyl-4-[3-(methyloxy)-4-nitrophenyl]hexahydro-1H-1,4-diazepine). RXN SMILES: [CH3:1][N:2]1[CH2:8][CH2:7][CH2:6][N:5]([C:9]2[CH:14]=[CH:13][C:12]([N+:15]([O-])=O)=[C:11]([O:18][CH3:19])[CH:10]=2)[CH2:4][CH2:3]1>C(O)C.[Pt]>[CH3:1][N:2]1[CH2:8][CH2:7][CH2:6][N:5]([C:9]2[CH:14]=[CH:13][C:12]([NH2:15])=[C:11]([O:18][CH3:19])[CH:10]=2)[CH2:4][CH2:3]1. The yield is 93.0%.